This data is from the Open Reaction Database (ORD), a public repository of structured organic reaction records. The task is: describe an organic reaction: reactants, conditions, products, and yield Starting materials: O=C(O)c1ccc(C(CO)CCO)cc1, ClCCl, CC(C)=O, CCO, COc1ccc(C=O)cc1, NCC(=O)O, [Na+], [OH-], O. The product is O=C(O)c1ccc(C2CCOC2=O)cc1. As a reaction SMILES: [C:8](=[O:9])([OH:10])[c:11]1[cH:12][cH:13][c:14]([CH:17]([CH2:18][OH:19])[CH2:20][CH2:21][OH:22])[cH:15][cH:16]1.[CH2:41]([Cl:42])[Cl:43].[CH3:34][C:35](=[O:36])[CH3:37].[CH3:38][CH2:39][OH:40].[CH:23](=[O:24])[c:25]1[cH:26][cH:27][c:28]([O:29][CH3:30])[cH:31][cH:32]1.[NH2:1][CH2:2][C:3](=[O:4])[OH:5].[Na+:7].[OH-:6].[OH2:33]>>[C:8](=[O:9])([OH:10])[c:11]1[cH:12][cH:13][c:14]([CH:17]2[C:18](=[O:19])[O:22][CH2:21][CH2:20]2)[cH:15][cH:16]1. Reactants: CN(C)c1ccncc1, O=C(CCCO[N+](=O)[O-])Oc1c(F)c(F)c(F)c(F)c1F, CC(CS)C(=O)N1CCCC1C(=O)O. Product: CC(CSC(=O)CCCO[N+](=O)[O-])C(=O)N1CCCC1C(=O)O. Reaction SMILES: [CH3:36][N:37]([c:38]1[cH:39][cH:40][n:41][cH:42][cH:43]1)[CH3:44].[F:15][c:16]1[c:17]([O:22][C:23](=[O:18])[CH2:24][CH2:25][CH2:26][O:27][N+:28](=[O:29])[O-:30])[c:19]([F:20])[c:21]([F:31])[c:32]([F:33])[c:34]1[F:35].[SH:1][CH2:2][CH:3]([C:4](=[O:5])[N:6]1[CH:7]([C:8](=[O:9])[OH:10])[CH2:11][CH2:12][CH2:13]1)[CH3:14]>>[S:1]([CH2:2][CH:3]([C:4](=[O:5])[N:6]1[CH:7]([C:8](=[O:9])[OH:10])[CH2:11][CH2:12][CH2:13]1)[CH3:14])[C:23](=[O:22])[CH2:24][CH2:25][CH2:26][O:27][N+:28](=[O:29])[O-:30]. Reactants: ClC(=O)N1C2=C(NC(C3=C1C=CC=C3)=O)C=CC=N2 (11-(chlorocarbonyl)-5,11-dihydro-6H-pyrido[2,3-b][1,4]benzodiazepin-6-one), CN(C)CC1N(CCCC1)CCN (2-[2-[(dimethylamino)methyl]-piperidin-1-yl]ethanamine). The solvent is C(C)#N (acetonitrile). The product is CN(C)CC1N(CCCC1)CCNC(=O)N1C2=C(NC(C3=C1C=CC=C3)=O)C=CC=N2 (5,11-Dihydro-11-[[[2-[2-[(dimethylamino)methyl]-piperidin-1-yl]ethyl]amino]carbonyl]-6H-pyrido[2,3-b][1,4]benzodiazepin-6-one). Isolated yield 53.0%. As a reaction SMILES: Cl[C:2]([N:4]1[C:10]2[CH:11]=[CH:12][CH:13]=[CH:14][C:9]=2[C:8](=[O:15])[NH:7][C:6]2[CH:16]=[CH:17][CH:18]=[N:19][C:5]1=2)=[O:3].[CH3:20][N:21]([CH2:23][CH:24]1[CH2:29][CH2:28][CH2:27][CH2:26][N:25]1[CH2:30][CH2:31][NH2:32])[CH3:22]>C(#N)C>[CH3:22][N:21]([CH2:23][CH:24]1[CH2:29][CH2:28][CH2:27][CH2:26][N:25]1[CH2:30][CH2:31][NH:32][C:2]([N:4]1[C:10]2[CH:11]=[CH:12][CH:13]=[CH:14][C:9]=2[C:8](=[O:15])[NH:7][C:6]2[CH:16]=[CH:17][CH:18]=[N:19][C:5]1=2)=[O:3])[CH3:20]. Reported procedure: Prepared analogously to Example 2 from 11-(chlorocarbonyl)-5,11-dihydro-6H-pyrido[2,3-b][1,4]benzodiazepin-6-one and 2-[2-[(dimethylamino)methyl]-piperidin-1-yl]ethanamine in a yield of 53% of theory. Colourless crystals, m.p. 189-190 (acetonitrile).